This data is from the Open Reaction Database (ORD), a public repository of structured organic reaction records. The task is: describe an organic reaction: reactants, conditions, products, and yield The reactants are C(C)(C)C1(SC2=C(N(C1=O)C)C=CC=C2)C2=C(C=CC=C2)O (3,4-dihydro-2-isopropyl-4-methyl-2-(2-hydroxyphenyl)-2H-1,4-benzothiazin-3-one), [OH-].[Na+] (NaOH), C(Cl)C1CO1 (epichlorohydrin). Run in O (H2O). Yields the product C(C)(C)C1(SC2=C(N(C1=O)C)C=CC=C2)C2=C(C=CC=C2)OCC2OC2 (3,4-Dihydro-2-isopropyl-4-methyl-2-[2-(oxiranyl-methoxy)phenyl]-2H-1,4-benzothiazin-3-one). RXN SMILES: [CH:1]([C:4]1([C:16]2[CH:21]=[CH:20][CH:19]=[CH:18][C:17]=2[OH:22])[C:9](=[O:10])[N:8]([CH3:11])[C:7]2[CH:12]=[CH:13][CH:14]=[CH:15][C:6]=2[S:5]1)([CH3:3])[CH3:2].[OH-].[Na+].[CH2:25]([CH:27]1[O:29][CH2:28]1)Cl>O>[CH:1]([C:4]1([C:16]2[CH:21]=[CH:20][CH:19]=[CH:18][C:17]=2[O:22][CH2:25][CH:27]2[CH2:28][O:29]2)[C:9](=[O:10])[N:8]([CH3:11])[C:7]2[CH:12]=[CH:13][CH:14]=[CH:15][C:6]=2[S:5]1)([CH3:3])[CH3:2] |f:1.2|. Procedure: 4.7 g (15.0 mmol) of 3,4-dihydro-2-isopropyl-4-methyl-2-(2-hydroxyphenyl)-2H-1,4-benzothiazin-3-one are stirred for 24 hours at 85° C. with 0.6 g of NaOH, 2 ml of H2O and 50 ml of epichlorohydrin. After dilution with water, the mixture is extracted with methylene chloride, and the extract is dried with sodium sulfate and concentrated. This gives 5.3 g of the title compound as a colorless oil. Starting materials: C(CCCCCCC)C(CO)CO (2-n-Octylpropan-1,3-diol), BrC1=CC=C(C=O)C=C1 (4-bromobenzaldehyde), C1(=CC=C(C=C1)S(=O)(=O)O)C (4-toluenesulphonic acid). Yields the product BrC1=CC=C(C=C1)C1OCC(CO1)CCCCCCCC (2-(4'-Bromophenyl)-5-n-octyl-1,3-dioxane). As a reaction SMILES: [CH2:1]([CH:9]([CH2:12][OH:13])[CH2:10][OH:11])[CH2:2][CH2:3][CH2:4][CH2:5][CH2:6][CH2:7][CH3:8].[Br:14][C:15]1[CH:22]=[CH:21][C:18]([CH:19]=O)=[CH:17][CH:16]=1.C1(C)C=CC(S(O)(=O)=O)=CC=1>>[Br:14][C:15]1[CH:22]=[CH:21][C:18]([CH:19]2[O:11][CH2:10][CH:9]([CH2:1][CH2:2][CH2:3][CH2:4][CH2:5][CH2:6][CH2:7][CH3:8])[CH2:12][O:13]2)=[CH:17][CH:16]=1. Reported procedure: Quantities: compound from Example 9 (48.3 g, 0.26 mol), 4-bromobenzaldehyde (46.5 g, 0.25 mol) and 4-toluenesulphonic acid (150 mg). The experimental procedure was as described in Example 11. Starting materials: C(#N)C1=NC(=C(C2=CC=C(C=C12)OC1=CC=CC=C1)O)C(=O)OC (Methyl 1-cyano-4-hydroxy-7-phenoxyisoquinoline-3-carboxylate), C1CCC(CC1)(CC(=O)O)CN (gabapentin), C[O-].[Na+] (sodium methoxide). Solvent: COCCO (2-methoxyethanol). Yields the product C(#N)C1=NC(=C(C2=CC=C(C=C12)OC1=CC=CC=C1)O)C(=O)NCC1(CCCCC1)CC(=O)O ((1-{[(1-Cyano-4-hydroxy-7-phenoxy-isoquinoline-3-carbonyl)-amino]-methyl}-cyclohexyl)-acetic acid). As a reaction SMILES: [C:1]([C:3]1[C:12]2[C:7](=[CH:8][CH:9]=[C:10]([O:13][C:14]3[CH:19]=[CH:18][CH:17]=[CH:16][CH:15]=3)[CH:11]=2)[C:6]([OH:20])=[C:5]([C:21](OC)=[O:22])[N:4]=1)#[N:2].[CH2:25]1[CH2:30][CH2:29][C:28]([CH2:35][NH2:36])([CH2:31][C:32]([OH:34])=[O:33])[CH2:27][CH2:26]1.C[O-].[Na+]>COCCO>[C:1]([C:3]1[C:12]2[C:7](=[CH:8][CH:9]=[C:10]([O:13][C:14]3[CH:19]=[CH:18][CH:17]=[CH:16][CH:15]=3)[CH:11]=2)[C:6]([OH:20])=[C:5]([C:21]([NH:36][CH2:35][C:28]2([CH2:31][C:32]([OH:34])=[O:33])[CH2:29][CH2:30][CH2:25][CH2:26][CH2:27]2)=[O:22])[N:4]=1)#[N:2] |f:2.3|. Reported procedure: Methyl 1-cyano-4-hydroxy-7-phenoxyisoquinoline-3-carboxylate (30 mg, 0.09 mmol), gabapentin (96 mg, 0.56 mmol, TCI) and sodium methoxide (28 mg, 0.53 mmol) were suspended in 2-methoxyethanol (3 mL). The resulting mixture was heated to reflux for 3 hours and then cooled to room temperature. The solvent was removed in vacuo and the residue was dissolved in H2O (15 mL) and EtOAc (15 mL). To the stirred mixture was added 1 N hydrochloric acid until pH was 1. The layers were separated and the aqueous... Starting materials: O=C=O, [Li]CCCC, Cc1cnc2c(c1)CCC(C)(C)C2, CCCCCC. Product: COC(=O)C1c2ncc(C)cc2CCC1(C)C. Reaction SMILES: [C:19](=[O:20])=[O:21].[CH2:14]([Li:15])[CH2:16][CH2:17][CH3:18].[CH3:1][c:2]1[cH:3][n:4][c:5]2[c:10]([cH:11]1)[CH2:9][CH2:8][C:7]([CH3:12])([CH3:13])[CH2:6]2.[CH3:22][CH2:23][CH2:24][CH2:25][CH2:26][CH3:27]>>[CH3:1][c:2]1[cH:3][n:4][c:5]2[c:10]([cH:11]1)[CH2:9][CH2:8][C:7]([CH3:12])([CH3:13])[CH:6]2[C:19]([O:20][CH3:14])=[O:21].